This data is from the Open Reaction Database (ORD), a public repository of structured organic reaction records. The task is: describe an organic reaction: reactants, conditions, products, and yield Reactants: solution, B (boron trihydride), N1C=C(C2=CC=CC=C12)C(C(=O)N1CCC(CC1)OC1=CC(=CC=C1)Cl)=O (1-(indol-3-ylglyoxyloyl)-4-(m-chlorophenoxy)piperidine). Run in O1CCCC1 (tetrahydrofuran), O1CCCC1 (tetrahydrofuran). Reaction conditions: time 13 hour. Product: ClC=1C=C(OC2CCN(CC2)CCC2=CNC3=CC=CC=C23)C=CC1 (3{2-[4-(m-chlorophenoxy)piperidyl]ethyl}indole). Reaction SMILES: B.[NH:2]1[C:10]2[C:5](=[CH:6][CH:7]=[CH:8][CH:9]=2)[C:4]([C:11](=O)[C:12]([N:14]2[CH2:19][CH2:18][CH:17]([O:20][C:21]3[CH:26]=[CH:25][CH:24]=[C:23]([Cl:27])[CH:22]=3)[CH2:16][CH2:15]2)=O)=[CH:3]1>O1CCCC1>[Cl:27][C:23]1[CH:22]=[C:21]([CH:26]=[CH:25][CH:24]=1)[O:20][CH:17]1[CH2:16][CH2:15][N:14]([CH2:12][CH2:11][C:4]2[C:5]3[C:10](=[CH:9][CH:8]=[CH:7][CH:6]=3)[NH:2][CH:3]=2)[CH2:19][CH2:18]1. Procedure details: 49 ml. of a 1M solution of boron trihydride in tetrahydrofuran are added dropwise to a stirred suspension of 5.3 g of 1-(indol-3-ylglyoxyloyl)-4-(m-chlorophenoxy)piperidine in 100 ml. of tetrahydrofuran under nitrogen. After an initial evolution of gas, the solution turns yellow and is stirred at ambient temperature for 13 hours. The tetrahydrofuran is removed under reduced pressure to give a solid white borane complex. The complex is destroyed by refluxing in 100 ml. of methanol with several dr... Starting materials: ClC1=CC2=C(NC(=N2)C(C(F)(F)F)=O)C=C1Cl (1-(5,6-Dichloro-1H-benzoimidazol-2-yl)-2,2,2-trifluoro-ethanone), Cl (HCl), CC(=CCBr)C (3,3-dimethylallyl bromide), [In] (indium). The solvent is C1CCOC1 (THF), O (water), C(C)(=O)OCC (ethyl acetate). Procedure: 1-(5,6-Dichloro-1H-benzoimidazol-2-yl)-2,2,2-trifluoro-ethanone (0.31 g; 1.09 mmol), 3,3-dimethylallyl bromide (90%; 1.40 mL; 10.8 mmol) and indium (1.26 g; 11.0 mmol) were suspended in THF (10 mL) and 0.02 M HCl (15 mL) and stirred vigorously over 18 hours. The reaction mixture was then diluted with water (60 mL) and ethyl acetate (40 mL), the layers were separated and the aqueous layer was extracted with ethyl acetate (3×20 mL). The combined extracts were washed with brine (50 mL) and dried ov... Product: ClC1=CC2=C(NC(=N2)C(C(F)(F)F)(C(C=C)(C)C)O)C=C1Cl (2-(5,6-Dichloro-1H-benzoimidazol-2-yl)-1,1,1-trifluoro-3,3-dimethyl-Pent-4-en-2-ol). RXN SMILES: [Cl:1][C:2]1[C:16]([Cl:17])=[CH:15][C:5]2[NH:6][C:7]([C:9](=[O:14])[C:10]([F:13])([F:12])[F:11])=[N:8][C:4]=2[CH:3]=1.[CH3:18][C:19]([CH3:23])=[CH:20][CH2:21]Br.[In].Cl>C1COCC1.O.C(OCC)(=O)C>[Cl:17][C:16]1[C:2]([Cl:1])=[CH:3][C:4]2[NH:8][C:7]([C:9]([OH:14])([C:19]([CH3:23])([CH3:18])[CH:20]=[CH2:21])[C:10]([F:13])([F:11])[F:12])=[N:6][C:5]=2[CH:15]=1.